Dataset: the Open Reaction Database (ORD), a public repository of structured organic reaction records. Task: describe an organic reaction: reactants, conditions, products, and yield Reactants: [OH-].[Na+] (NaOH), NC=1C=C(C(=O)N)C=C(N1)N (2,6-diamino-isonicotinamide), Cl (HCl), CSC (dimethylsulfide). Run in C1CCOC1 (THF). The product is NCC1=CC(=NC(=C1)N)N (4-Aminomethyl-pyridine-2,6-diamine). The yield is 36.5%. RXN SMILES: [NH2:1][C:2]1[CH:3]=[C:4]([CH:8]=[C:9]([NH2:11])[N:10]=1)[C:5]([NH2:7])=O.CSC.Cl.[OH-].[Na+]>C1COCC1>[NH2:7][CH2:5][C:4]1[CH:8]=[C:9]([NH2:11])[N:10]=[C:2]([NH2:1])[CH:3]=1 |f:3.4|. Procedure: To a refluxing suspension of 0.5 g (3.29 mmol) 2,6-diamino-isonicotinamide in 3 ml THF was added dropwise 0.455 ml (4.8 mmol) boran-dimethylsulfide-complex and the mixture was refluxed for 4 d. After cooling to room temperature 0.548 ml 6N HCl was added and the mixture was neutralized with 2N NaOH. The mixture was concentrated under reduced pressure and the residue was purified by column chromatography on silica eluting with DCM:MeOH:NH3aq. 100:100:1 to yield 166 mg (36%) of the title compound a... Starting materials: CC(C)(C)C#Cc1cc(NC2CCC3(CC2)OCCO3)cs1, CC1=CCC(C(=O)O)C(C)C1, CCN(C(C)C)C(C)C, ClCCl, ClCCCl, CN(C)C=O. Product: CC1=CCC(C(=O)N(c2csc(C#CC(C)(C)C)c2)C2CCC3(CC2)OCCO3)C(C)C1. Reaction SMILES: [CH3:17][C:18]([C:19]#[C:20][c:21]1[cH:22][c:23]([NH:26][CH:27]2[CH2:28][CH2:29][C:30]3([O:31][CH2:32][CH2:33][O:34]3)[CH2:35][CH2:36]2)[cH:24][s:25]1)([CH3:37])[CH3:38].[CH3:1][C:2]1=[CH:3][CH2:4][CH:5]([C:9](=[O:10])[OH:11])[CH:6]([CH3:8])[CH2:7]1.[CH:39]([N:40]([CH:41]([CH3:42])[CH3:43])[CH2:44][CH3:45])([CH3:46])[CH3:47].[Cl:48][CH2:49][Cl:50].[Cl:51][CH2:52][CH2:53][Cl:54].[O:12]=[CH:13][N:14]([CH3:15])[CH3:16]>>[CH3:1][C:2]1=[CH:3][CH2:4][CH:5]([C:9](=[O:11])[N:26]([c:23]2[cH:22][c:21]([C:20]#[C:19][C:18]([CH3:17])([CH3:37])[CH3:38])[s:25][cH:24]2)[CH:27]2[CH2:28][CH2:29][C:30]3([O:31][CH2:32][CH2:33][O:34]3)[CH2:35][CH2:36]2)[CH:6]([CH3:8])[CH2:7]1. Product: C1(CCCCC1)OCC(CCC=C)=O (1-cyclohexyloxy-hex-5-en-2-one). Yield: 58.6%. The reactants are C1(CCCCC1)OCC(=O)C(C(=O)OCC)CC=C (ethyl 2-(cyclohexyloxyacetyl)-4-pentenoate), [OH-].[Na+] (sodium hydroxide). Procedure: 140 g of ethyl 2-(cyclohexyloxyacetyl)-4-pentenoate are heated under reflux in 650 g of 5% strength aqueous sodium hydroxide solution for 4 hours. 500 ml of ether are added to the reaction mixture. The organic phase is separated off and concentrated and the residue is distilled. About 60 g of 1-cyclohexyloxy-hex-5-en-2-one are obtained. (Temperature (bottom)=115°-155° C., temperature (top)=83° C.; 0.8 mbar). Run in CCOCC (ether). RXN SMILES: [CH:1]1([O:7][CH2:8][C:9]([CH:11]([CH2:17][CH:18]=[CH2:19])C(OCC)=O)=[O:10])[CH2:6][CH2:5][CH2:4][CH2:3][CH2:2]1.[OH-].[Na+]>CCOCC>[CH:1]1([O:7][CH2:8][C:9](=[O:10])[CH2:11][CH2:17][CH:18]=[CH2:19])[CH2:6][CH2:5][CH2:4][CH2:3][CH2:2]1 |f:1.2|. Starting materials: C(C)(=O)OC1(N(C1)C=1C[C@H]2N(C1C(=O)OCC1=CC=C(C=C1)[N+](=O)[O-])C(C2)=O)C (p-nitrobenzyl 2-(2-acetoxy-2-methyl-aziridin-1-yl)-carbapen-2-em-3-carboxylate), C([O-])(O)=O.[Na+] (sodium bicarbonate). Reagents/catalysts: [Pd] (palladium on charcoal). Run in O1CCOCC1 (dioxane), O (water), C(C)O (ethanol). Product: solution, C(C)(=O)OC1(N(C1)C=1C[C@H]2N(C1C(=O)[O-])C(C2)=O)C.[Na+] (sodium 2-(2-acetoxy-2-methylaziridin-1-yl)-carbapen-2-em-3-carboxylate). As a reaction SMILES: [C:1]([O:4][C:5]1([CH3:29])[CH2:7][N:6]1[C:8]1[CH2:9][C@@H:10]2[CH2:27][C:26](=[O:28])[N:11]2[C:12]=1[C:13]([O:15]CC1C=CC([N+]([O-])=O)=CC=1)=[O:14])(=[O:3])[CH3:2].C(=O)(O)[O-].[Na+:34]>O1CCOCC1.O.C(O)C.[Pd]>[C:1]([O:4][C:5]1([CH3:29])[CH2:7][N:6]1[C:8]1[CH2:9][C@@H:10]2[CH2:27][C:26](=[O:28])[N:11]2[C:12]=1[C:13]([O-:15])=[O:14])(=[O:3])[CH3:2].[Na+:34] |f:1.2,7.8|. Procedure: A solution of p-nitrobenzyl 2-(2-acetoxy-2-methyl-aziridin-1-yl)-carbapen-2-em-3-carboxylate (0.9 mg, 2.3 micromol) in dioxane (100 microliter), deionized water (60 microliter), absolute ethanol (8 microliter), and 0.5M aqueous sodium bicarbonate (5 microliter) was shaken with 10% (w/w) palladium on charcoal (1.1 mg) under hydrogen (50 psig) for 30 min. The mixture was centrifuged and the pellet washed with deionized water (3×100 microliter). The combined supernate and washes were extracted with... The reactants are COC(C(C(Cl)C1=CC(=C(C=C1)F)Br)=O)=O (3-(3-bromo-4-fluoro-phenyl)-3-chloro-2-oxo-propionic acid methyl ester), C(C)(=S)N (thioacetamide). Product: COC(=O)C=1N=C(SC1C1=CC(=C(C=C1)F)Br)C (5-(3-Bromo-4-fluoro-phenyl)-2-methyl-thiazole-4-carboxylic acid methyl ester). RXN SMILES: [CH3:1][O:2][C:3](=[O:16])[C:4](=O)[CH:5]([C:7]1[CH:12]=[CH:11][C:10]([F:13])=[C:9]([Br:14])[CH:8]=1)Cl.[C:17]([NH2:20])(=[S:19])[CH3:18]>>[CH3:1][O:2][C:3]([C:4]1[N:20]=[C:17]([CH3:18])[S:19][C:5]=1[C:7]1[CH:12]=[CH:11][C:10]([F:13])=[C:9]([Br:14])[CH:8]=1)=[O:16]. Reported procedure: prepared by reaction of 3-(3-bromo-4-fluoro-phenyl)-3-chloro-2-oxo-propionic acid methyl ester with thioacetamide. LC-MS: tR=0.95 min; [M+H]+=330.2.